From a dataset of the Open Reaction Database (ORD), a public repository of structured organic reaction records. describe an organic reaction: reactants, conditions, products, and yield The reactants are C=C(CO[Si](c1ccccc1)(c1ccccc1)C(C)(C)C)C(=O)OCC, CCO, Cl, [Na+], [OH-]. The product is C=C(CO[Si](c1ccccc1)(c1ccccc1)C(C)(C)C)C(=O)O. Reaction SMILES: [C:1]([CH3:2])([CH3:3])([CH3:4])[Si:5]([O:6][CH2:7][C:8]([C:9](=[O:10])[O:11][CH2:12][CH3:13])=[CH2:14])([c:15]1[cH:16][cH:17][cH:18][cH:19][cH:20]1)[c:21]1[cH:22][cH:23][cH:24][cH:25][cH:26]1.[CH3:30][CH2:31][OH:32].[ClH:29].[Na+:28].[OH-:27]>>[C:1]([CH3:2])([CH3:3])([CH3:4])[Si:5]([O:6][CH2:7][C:8]([C:9](=[O:10])[OH:11])=[CH2:14])([c:15]1[cH:16][cH:17][cH:18][cH:19][cH:20]1)[c:21]1[cH:22][cH:23][cH:24][cH:25][cH:26]1. The reactants are FC(C(=O)O)(F)F.BrC1=CC=C(COC[C@H]2[C@H](C2)C2CCNCC2)C=C1 (4-((1R,2R)-2-{[(4-bromobenzyl)oxy]methyl}cyclopropyl)piperidine trifluoroacetate), C(C)(C)N(C(C)C)CC (N,N-diisopropylethylamine), N#CBr (Cyanogen bromide). Run in C(C)#N (acetonitrile). Reaction conditions: time 8 hour. The product is BrC1=CC=C(COC[C@H]2[C@H](C2)C2CCN(CC2)C#N)C=C1 (4-((1R,2R)-2-{[(4-bromobenzyl)oxy]methyl}cyclopropyl)piperidine-1-carbonitrile). RXN SMILES: FC(F)(F)C(O)=O.[Br:8][C:9]1[CH:26]=[CH:25][C:12]([CH2:13][O:14][CH2:15][C@@H:16]2[CH2:18][C@@H:17]2[CH:19]2[CH2:24][CH2:23][NH:22][CH2:21][CH2:20]2)=[CH:11][CH:10]=1.[CH:27]([N:30](CC)C(C)C)(C)C.N#CBr>C(#N)C>[Br:8][C:9]1[CH:10]=[CH:11][C:12]([CH2:13][O:14][CH2:15][C@@H:16]2[CH2:18][C@@H:17]2[CH:19]2[CH2:24][CH2:23][N:22]([C:27]#[N:30])[CH2:21][CH2:20]2)=[CH:25][CH:26]=1 |f:0.1|. Procedure details: The product from step B (1.00 g, 3.08 mmol) and N,N-diisopropylethylamine (1.61 mL, 9.25 mmol) were dissolved in acetonitrile (20 mL). Cyanogen bromide (5M in acetonitrile, 0.746 mL, 3.7 mmol) was added and the reaction was stirred overnight at room temperature. The reaction was concentrated and the residue was partitioned between CH2Cl2 and water. The organic layer was saved and the aqueous layer was extracted with CH2Cl2. The organic layers were combined, washed with brine, dried over anhydrou... Reactants: S(O)(O)(=O)=O (sulfuric acid), [OH-].[Ba+2].[OH-] (barium hydroxide), [N+](=O)([O-])C[C@@H](O)[C@H](O)[C@@H](O)[C@@H](O)CO (1-Deoxy-1-nitro-L-glucitol), Congo Red. Solvent: O (water), O (water), [OH-].[Na+] (sodium hydroxide). The product is O[C@H]1[C@@H](O)[C@H](O)[C@@H](O)[C@@H](O1)CO (α-L-Glucopyranose). As a reaction SMILES: [N+]([CH2:4][C@H:5]([C@@H:7]([C@H:9]([C@H:11]([CH2:13][OH:14])[OH:12])[OH:10])[OH:8])[OH:6])([O-])=O.S(=O)(=O)(O)[OH:16].[OH-].[Ba+2].[OH-]>[OH-].[Na+].O>[OH:16][C@@H:4]1[O:12][C@@H:11]([CH2:13][OH:14])[C@H:9]([OH:10])[C@@H:7]([OH:8])[C@@H:5]1[OH:6] |f:2.3.4,5.6|. Reported procedure: 1-Deoxy-1-nitro-L-glucitol (5.0 g.) was dissolved in 2 N sodium hydroxide (15 ml.) and the solution was immediately added dropwise to a stirred, cooled (ice-bath) solution of sulfuric acid (7.5 ml.) in water (9.0 ml.). The solution was then diluted with water (175 ml.) and neutralized to Congo Red with warm barium hydroxide solution. The precipitated barium sulfate was removed by centrifugation and the remaining sulfate was precipitated with a slight excess of barium acetate. The solution was th... The reactants are CCOCC (ether), ClC1=CC=CC2=C1S[C@H]([C@H]2O)CC=2NC=CN2 (cis-7-chloro-3-hydroxy-2,3-dihydro-2-(1'-imidazolylmethyl)benzo(b)thiophene), CSCCl (chloromethyl methyl sulfide), [H-].[Na+] (sodium hydride). Solvent: CN(C=O)C (dimethylformamide). Reaction conditions: time 1 hour. Yields the product ClC1=CC=CC2=C1S[C@H]([C@H]2OCSC)CC=2NC=CN2 (cis-7-chloro-3-(methylthiomethoxy)-2,3-dihydro-2-(1'-imidazolylmethyl)benzo(b)-thiophene). RXN SMILES: [Cl:1][C:2]1[C:7]2[S:8][C@@H:9]([CH2:12][C:13]3[NH:14][CH:15]=[CH:16][N:17]=3)[C@@H:10]([OH:11])[C:6]=2[CH:5]=[CH:4][CH:3]=1.[H-].[Na+].[CH3:20][S:21][CH2:22]Cl.CCOCC>CN(C)C=O>[Cl:1][C:2]1[C:7]2[S:8][C@@H:9]([CH2:12][C:13]3[NH:17][CH:16]=[CH:15][N:14]=3)[C@@H:10]([O:11][CH2:20][S:21][CH3:22])[C:6]=2[CH:5]=[CH:4][CH:3]=1 |f:1.2|. Reported procedure: To a suspension of cis-7-chloro-3-hydroxy-2,3-dihydro-2-(1'-imidazolylmethyl)benzo(b)thiophene (2.67 gms., 10 mmols) in dry dimethylformamide (30 ml.) at 0°-5° C., add sodium hydride (50% oil dispersion) (0.53 gms., 11 mmols) and stir for one hour at room temperature. Add chloromethyl methyl sulfide (1.06 gms., 11 mmols) and stir again for one hour at room temperature. Pour the reaction mixture into ether (500 ml.) and extract with three portions (500 ml. each) of water. Dry the ether solution o... Reactants: F[B-](F)(F)F, Cc1cc(C(=O)O)ccc1C(=O)c1ccccc1, CCO, CCN(C(C)C)C(C)C, CC(N)c1nc2cc(Cl)ccc2[nH]1, Cl, ClCCl, C1CCOC1, CN(C)C(On1nnc2ccccc21)=[N+](C)C. Yields the product Cc1cc(C(=O)NC(C)c2nc3cc(Cl)ccc3[nH]2)ccc1C(=O)c1ccccc1. RXN SMILES: [B-:19]([F:20])([F:21])([F:22])[F:23].[C:1]([c:2]1[cH:3][cH:4][cH:5][cH:6][cH:7]1)(=[O:8])[c:9]1[c:10]([CH3:18])[cH:11][c:12]([C:13](=[O:14])[OH:15])[cH:16][cH:17]1.[CH2:69]([OH:70])[CH3:71].[CH:41]([N:42]([CH:43]([CH3:44])[CH3:45])[CH2:46][CH3:47])([CH3:48])[CH3:49].[Cl:50][c:51]1[cH:52][c:53]2[c:54]([nH:55][c:56]([CH:58]([CH3:59])[NH2:60])[n:57]2)[cH:61][cH:62]1.[Cl:63].[Cl:72][CH2:73][Cl:74].[O:64]1[CH2:65][CH2:66][CH2:67][CH2:68]1.[n:24]1([O:25][C:26]([N:27]([CH3:28])[CH3:29])=[N+:30]([CH3:31])[CH3:32])[c:33]2[cH:34][cH:35][cH:36][cH:37][c:38]2[n:39][n:40]1>>[C:1]([c:2]1[cH:3][cH:4][cH:5][cH:6][cH:7]1)(=[O:8])[c:9]1[c:10]([CH3:18])[cH:11][c:12]([C:13](=[O:15])[NH:60][CH:58]([c:56]2[nH:55][c:54]3[c:53]([cH:52][c:51]([Cl:50])[cH:62][cH:61]3)[n:57]2)[CH3:59])[cH:16][cH:17]1.